From a dataset of the Open Reaction Database (ORD), a public repository of structured organic reaction records. describe an organic reaction: reactants, conditions, products, and yield The reactants are N1=C(C(=CC=C1)C)C (2,3-Lutidine), Cl.NCCCCl (1-Amino-3-chloropropane hydrochloride), [NH2-].[Na+] (sodamide), N (ammonia). Run in O (water). Conditions: time 8 hour. The product is CC=1C(=NC=CC1)CCCCN (4-(3-methyl-2-pyridyl) butylamine). RXN SMILES: [N:1]1[CH:6]=[CH:5][CH:4]=[C:3]([CH3:7])[C:2]=1[CH3:8].[NH2-].[Na+].N.Cl.[NH2:13][CH2:14][CH2:15][CH2:16]Cl>O>[CH3:7][C:3]1[C:2]([CH2:8][CH2:16][CH2:15][CH2:14][NH2:13])=[N:1][CH:6]=[CH:5][CH:4]=1 |f:1.2,4.5|. Procedure details: 2,3-Lutidine (321 g) was added with stirring to a solution of sodamide (351 g) in liquid ammonia (3 1). 1-Amino-3-chloropropane hydrochloride (429g) was added to this mixture over 8 minutes with stirring. Any liquid ammonia lost through evaporation was replaced. After 2 hours the reaction was quenched by the addition of ammonium chloride (120 g) and the reaction mixture was left to stand overnight to allow substantially complete escape of ammonia through evaporation. The residue so obtained was ... The reactants are Li2CO3, FC(C(C=CNC=CC(=O)OC)=O)(F)F (methyl 3-(4,4,4-trifluoro-3-oxo-1-butenylamino)acrylate), Cl (HCl). The solvent is CO (methanol). Reaction conditions: temperature 30 celsius, time 1 hour. Product: FC(C1=C(C=NC=C1)C(=O)OC)(F)F (Methyl 4-trifluormethylpyridine-3-carboxylate). As a reaction SMILES: [F:1][C:2]([F:15])([F:14])[C:3](=O)[CH:4]=[CH:5][NH:6][CH:7]=[CH:8][C:9]([O:11][CH3:12])=[O:10].Cl>CO>[F:1][C:2]([F:15])([F:14])[C:3]1[CH:4]=[CH:5][N:6]=[CH:7][C:8]=1[C:9]([O:11][CH3:12])=[O:10]. Procedure details: 19 g (0.1 mol) of methyl 3-(4,4,4-trifluoro-3-oxo-1-butenylamino)acrylate were dissolved in 200 ml of methanol in a three-neck flask and 1 g of Li2CO3 was added. The reaction mixture was heated for 6-8 h under reflux, cooled to 30° C. and 10 ml of aqueous HCl were added. The reaction mixture was stirred for 1 h, the methanol removed under reduced pressure and the product extracted with diethyl ether. The solvent was removed and methyl 4-trifluoronicotinate purified by vacuum distillation. 14 g (... Reactants: C(C)(C)(C)OC(=O)N(CC(=O)O)C1=CC=CC=C1 (N-(tert-butoxycarbonyl)phenylglycine), O.N (ammonia water), C=1C=CC2=C(C1)N=NN2O (HOBt), CCN=C=NCCCN(C)C.Cl (EDC hydrochloride), resultant mixture. Run in ClCCl (dichloromethane). Product: N([C@@H](C1=CC=CC=C1)C(=O)N)C(=O)OC(C)(C)C (Boc-Phg-NH2). The yield is 15.1%. As a reaction SMILES: [C:1]([O:5][C:6]([N:8](C1C=CC=CC=1)[CH2:9][C:10]([OH:12])=O)=[O:7])([CH3:4])([CH3:3])[CH3:2].O.N.[CH:21]1[CH:22]=[CH:23][C:24]2N(O)N=N[C:25]=2[CH:26]=1.CC[N:33]=C=NCCCN(C)C.Cl>ClCCl>[NH:8]([C:6]([O:5][C:1]([CH3:4])([CH3:3])[CH3:2])=[O:7])[C@H:9]([C:10]([NH2:33])=[O:12])[C:25]1[CH:24]=[CH:23][CH:22]=[CH:21][CH:26]=1 |f:1.2,4.5|. Procedure details: In a dichloromethane solution containing 4.3 g of N-(tert-butoxycarbonyl)phenylglycine, 5 ml of ammonia water, 1.5 g of HOBt and 23 g of EDC hydrochloride were added under ice cooling and the resultant mixture was stirred overnight at room temperature. The reaction mixture was treated similarly to that in Example 144 (Process 2) to give 0.42 g of the title compound. The reactants are CC(Cl)c1cccnc1, O=C(O)c1ccc(C2CCC(F)(F)C2)cc1. The reagents and catalysts are O=C([O-])[O-].[Cs+].[Cs+] (cesium carbonate), [I-].[K+] (potassium iodide). The solvent is CN(C)C=O (DMF), CN(C)C=O (dmf), CN(C)C=O (DMF). Reaction conditions: temperature 70 celsius, time 16 hour. Product: CC(OC(=O)c1ccc(C2CCC(F)(F)C2)cc1)c1cccnc1.